From a dataset of the Open Reaction Database (ORD), a public repository of structured organic reaction records. describe an organic reaction: reactants, conditions, products, and yield Yield: 16.0%. Product: N1C=CC2=C(C=CC=C12)C=1N=C(C2=C(N1)C1=C(O2)N=C(C=C1)C)N1CCOCC1 (2-(1H-Indol-4-yl)-7-methyl-4-morpholin-4-yl-pyrido[3′,2′:4,5]furo[3,2-d]pyrimidine). Reagents/catalysts: Cl[Pd]([P](C1=CC=CC=C1)(C2=CC=CC=C2)C3=CC=CC=C3)([P](C4=CC=CC=C4)(C5=CC=CC=C5)C6=CC=CC=C6)Cl (PdCl2(PPh3)2). Reactants: ClC=1N=C(C2=C(N1)C1=C(O2)N=C(C=C1)C)N1CCOCC1 (2-chloro-7-methyl-4-morpholin-4-yl-pyrido[3′,2′:4,5]furo[3,2-d]pyrimidine), N1C=CC=2C(=CC=CC12)B(O)O (indole-4-boronic acid), C(=O)([O-])[O-].[Na+].[Na+] (Na2CO3), ( g ). The solvent is O1CCOCC1 (dioxane), O (H2O). Reported procedure: To a solution of 2-chloro-7-methyl-4-morpholin-4-yl-pyrido[3′,2′:4,5]furo[3,2-d]pyrimidine, 18 (27 mg, 0.09 mmol, leg), indole-4-boronic acid (43 mg, 0.27 mmol, 3 eq) and PdCl2(PPh3)2 (12.4 mg, 0.02 mmol, 20 mol%) in a mixture of dioxane (2 mL) and H2O (1.0 mL) was added Na2CO3 (19 mg, 0.18 mmol, 2 eq) under Ar(g). The reaction mixture was then heated in a pressure tube for 18 h at 90° C. Once cooled down, the mixture was partitioned with H2O (10 mL) and extracted with CH2Cl2 (2×10 mL) and EtOAc... As a reaction SMILES: Cl[C:2]1[N:3]=[C:4]([N:16]2[CH2:21][CH2:20][O:19][CH2:18][CH2:17]2)[C:5]2[O:10][C:9]3[N:11]=[C:12]([CH3:15])[CH:13]=[CH:14][C:8]=3[C:6]=2[N:7]=1.[NH:22]1[C:30]2[CH:29]=[CH:28][CH:27]=[C:26](B(O)O)[C:25]=2[CH:24]=[CH:23]1.C([O-])([O-])=O.[Na+].[Na+]>O1CCOCC1.O.Cl[Pd](Cl)([P](C1C=CC=CC=1)(C1C=CC=CC=1)C1C=CC=CC=1)[P](C1C=CC=CC=1)(C1C=CC=CC=1)C1C=CC=CC=1>[NH:22]1[C:30]2[C:25](=[C:26]([C:2]3[N:3]=[C:4]([N:16]4[CH2:21][CH2:20][O:19][CH2:18][CH2:17]4)[C:5]4[O:10][C:9]5[N:11]=[C:12]([CH3:15])[CH:13]=[CH:14][C:8]=5[C:6]=4[N:7]=3)[CH:27]=[CH:28][CH:29]=2)[CH:24]=[CH:23]1 |f:2.3.4,^1:49,68|. Reaction conditions: temperature 90 celsius.